From a dataset of the Open Reaction Database (ORD), a public repository of structured organic reaction records. describe an organic reaction: reactants, conditions, products, and yield The reactants are COc1ccc(N=C=O)cc1, Cc1ccccc1, Nc1cccc(-c2cnc3ccccc3n2)c1. Product: COc1ccc(NC(=O)Nc2cccc(-c3cnc4ccccc4n3)c2)cc1. RXN SMILES: [CH3:18][O:19][c:20]1[cH:21][cH:22][c:23]([N:26]=[C:27]=[O:28])[cH:24][cH:25]1.[CH3:29][c:30]1[cH:31][cH:32][cH:33][cH:34][cH:35]1.[n:1]1[c:2](-[c:11]2[cH:12][c:13]([NH2:17])[cH:14][cH:15][cH:16]2)[cH:3][n:4][c:5]2[cH:6][cH:7][cH:8][cH:9][c:10]12>>[n:1]1[c:2](-[c:11]2[cH:12][c:13]([NH:17][C:27]([NH:26][c:23]3[cH:22][cH:21][c:20]([O:19][CH3:18])[cH:25][cH:24]3)=[O:28])[cH:14][cH:15][cH:16]2)[cH:3][n:4][c:5]2[cH:6][cH:7][cH:8][cH:9][c:10]12. The product is OC1=C(C(=O)OC)C=CC(=C1)C#CCC=1C=CC=C2C(CCSC12)(C)C (methyl 2-hydroxy-4-[3-(4,4-dimethylthiochroman-8-yl)prop-1-ynyl]benzoate). Reported procedure: 670 mg (3.1 mmol) of 3-(4,4-dimethylthiochroman-8-yl)prop-1-yne, 860 mg (3.1 mmol) of methyl 2-hydroxy-4-iodobenzoate and 33 ml of triethylamine are introduced into a three-necked flask under argon. The reaction mixture is degassed by sparging with nitrogen, 174 mg (0.25 mmol) of bis(triphenylphosphine)palladium(II) chloride and 71 mg of copper iodide are introduced and the reaction mixture is stirred at room temperature for eight. hours. The reaction mixture is evaporated to dryness, the residu... Reactants: CC1(CCSC2=C(C=CC=C12)CC#C)C (3-(4,4-dimethylthiochroman-8-yl)prop-1-yne), OC1=C(C(=O)OC)C=CC(=C1)I (methyl 2-hydroxy-4-iodobenzoate). Reagents/catalysts: Cl[Pd]([P](C1=CC=CC=C1)(C2=CC=CC=C2)C3=CC=CC=C3)([P](C4=CC=CC=C4)(C5=CC=CC=C5)C6=CC=CC=C6)Cl (bis(triphenylphosphine)palladium(II) chloride), [Cu](I)I (copper iodide). Reaction SMILES: [CH3:1][C:2]1([CH3:15])[C:11]2[C:6](=[C:7]([CH2:12][C:13]#[CH:14])[CH:8]=[CH:9][CH:10]=2)[S:5][CH2:4][CH2:3]1.[OH:16][C:17]1[CH:26]=[C:25](I)[CH:24]=[CH:23][C:18]=1[C:19]([O:21][CH3:22])=[O:20]>Cl[Pd](Cl)([P](C1C=CC=CC=1)(C1C=CC=CC=1)C1C=CC=CC=1)[P](C1C=CC=CC=1)(C1C=CC=CC=1)C1C=CC=CC=1.[Cu](I)I.C(N(CC)CC)C>[OH:16][C:17]1[CH:26]=[C:25]([C:14]#[C:13][CH2:12][C:7]2[CH:8]=[CH:9][CH:10]=[C:11]3[C:6]=2[S:5][CH2:4][CH2:3][C:2]3([CH3:15])[CH3:1])[CH:24]=[CH:23][C:18]=1[C:19]([O:21][CH3:22])=[O:20] |^1:30,49|. Run in C(C)N(CC)CC (triethylamine).